This data is from the Open Reaction Database (ORD), a public repository of structured organic reaction records. The task is: describe an organic reaction: reactants, conditions, products, and yield Reactants: C(C(C)C)C1=CC=C(C=C1)C(CCCCC)NC=1C=C(C(=O)C2=CC(=C3C=CC=CN23)CCCC(=O)OCC)C=CC1 (ethyl 4-[3-[3-[1-(4-isobutylphenyl)hexylamino]benzoyl]indolizin-1-yl]butyrate), aqueous solution, [OH-].[Na+] (sodium hydroxide), C(C)(=O)OCC (ethyl acetate), Cl (hydrochloric acid). Solvent: C(C)O (ethanol), O1CCOCC1 (1,4-dioxane). Conditions: time 3 hour. Yields the product C(C(C)C)C1=CC=C(C=C1)C(CCCCC)NC=1C=C(C(=O)C2=CC(=C3C=CC=CN23)CCCC(=O)O)C=CC1 (4-[3-[3-[1-(4-isobutylphenyl)hexylamino]benzoyl]indolizin-1-yl]butyric acid). The yield is 88.1%. Reaction SMILES: [CH2:1]([C:5]1[CH:10]=[CH:9][C:8]([CH:11]([NH:17][C:18]2[CH:19]=[C:20]([CH:40]=[CH:41][CH:42]=2)[C:21]([C:23]2[N:31]3[C:26]([CH:27]=[CH:28][CH:29]=[CH:30]3)=[C:25]([CH2:32][CH2:33][CH2:34][C:35]([O:37]CC)=[O:36])[CH:24]=2)=[O:22])[CH2:12][CH2:13][CH2:14][CH2:15][CH3:16])=[CH:7][CH:6]=1)[CH:2]([CH3:4])[CH3:3].[OH-].[Na+].C(OCC)(=O)C.Cl>C(O)C.O1CCOCC1>[CH2:1]([C:5]1[CH:10]=[CH:9][C:8]([CH:11]([NH:17][C:18]2[CH:19]=[C:20]([CH:40]=[CH:41][CH:42]=2)[C:21]([C:23]2[N:31]3[C:26]([CH:27]=[CH:28][CH:29]=[CH:30]3)=[C:25]([CH2:32][CH2:33][CH2:34][C:35]([OH:37])=[O:36])[CH:24]=2)=[O:22])[CH2:12][CH2:13][CH2:14][CH2:15][CH3:16])=[CH:7][CH:6]=1)[CH:2]([CH3:4])[CH3:3] |f:1.2|. Reported procedure: To a solution of ethyl 4-[3-[3-[1-(4-isobutylphenyl)hexylamino]benzoyl]indolizin-1-yl]butyrate (117 mg) in ethanol (2 ml) and 1,4-dioxane (2 ml) was added 1N aqueous solution of sodium hydroxide (1 ml). The mixture was stirred at room temperature for 3 hours, and then poured into a mixture of ethyl acetate and 0.5N hydrochloric acid. The organic layer was separated, washed with water and brine, dried over magnesium sulfate and evaporated to give 4-[3-[3-[1-(4-isobutylphenyl)hexylamino]benzoyl]in...